From a dataset of the Open Reaction Database (ORD), a public repository of structured organic reaction records. describe an organic reaction: reactants, conditions, products, and yield The reactants are BrCCBr, CC(C)=CCCC(C)=CCCl, [Mg], C1CCOC1. The product is [Cl-], CC(C)=CCCC(C)=CC[Mg+]. RXN SMILES: [CH2:2]([Br:3])[CH2:4][Br:5].[CH2:6]([CH:7]=[C:8]([CH3:9])[CH2:10][CH2:11][CH:12]=[C:13]([CH3:14])[CH3:15])[Cl:16].[Mg:1].[O:17]1[CH2:18][CH2:19][CH2:20][CH2:21]1>>[Cl-:16].[Mg+:1][CH2:6][CH:7]=[C:8]([CH3:9])[CH2:10][CH2:11][CH:12]=[C:13]([CH3:14])[CH3:15].